From a dataset of the Open Reaction Database (ORD), a public repository of structured organic reaction records. describe an organic reaction: reactants, conditions, products, and yield Reactants: ClC=1C=C(CN2CCC(CC2)=O)C=CC1Cl (1-(3,4-Dichloro-benzyl)-piperidin-4-one), CN (methylamine), solution, C(C)(=O)O[BH-](OC(C)=O)OC(C)=O.[Na+] (sodium triacetoxyborohydride), C([O-])(O)=O.[Na+] (Sodium bicarbonate). Run in ClCCl (dichloromethane), C(C)(=O)O (acetic acid), O1CCCC1 (tetrahydrofuran), ClCCl (dichloromethane). Run at time 72 hour. Product: ClC=1C=C(CN2CCC(CC2)NC)C=CC1Cl ([1-(3,4-Dichlorobenzyl)-piperidin-4-yl]-methyl-amine). Reaction SMILES: [Cl:1][C:2]1[CH:3]=[C:4]([CH:13]=[CH:14][C:15]=1[Cl:16])[CH2:5][N:6]1[CH2:11][CH2:10][C:9](=O)[CH2:8][CH2:7]1.[CH3:17][NH2:18].C(O[BH-](OC(=O)C)OC(=O)C)(=O)C.[Na+].C(=O)(O)[O-].[Na+]>ClCCl.C(O)(=O)C.O1CCCC1>[Cl:1][C:2]1[CH:3]=[C:4]([CH:13]=[CH:14][C:15]=1[Cl:16])[CH2:5][N:6]1[CH2:11][CH2:10][CH:9]([NH:18][CH3:17])[CH2:8][CH2:7]1 |f:2.3,4.5|. Reported procedure: To a solution of 1-(3,4-Dichloro-benzyl)-piperidin-4-one (3.1 g) in dichloromethane (50 ml) and acetic acid (0.69 ml) was added methylamine (6 ml of a 1M solution in tetrahydrofuran). The mixture was stirred for 5 minutes before the addition of sodium triacetoxyborohydride (3 g) and the resulting mixture stirred for 72 hours. Sodium bicarbonate solution (100 ml) added and the mixture stirred vigorously for 5 minutes before extraction of the product with dichloromethane (2×200 ml). The organics w... Starting materials: ClC1=C(C(=O)Cl)C=C(C=C1)[N+](=O)[O-] (2-Chloro-5-nitrobenzoyl chloride), COC1=C(C=CC=C1)OC (1,2-dimethoxybenzene), ferric chloride, Cl (HCl). The solvent is CCCCC (pentane). Conditions: temperature 150 celsius. Yields the product ClC1=C(C(=O)C2=CC(=C(C=C2)OC)OC)C=C(C=C1)[N+](=O)[O-] (2-chloro-3',4'-dimethoxy-5-nitrobenzophenone). The yield is 77.7%. As a reaction SMILES: [Cl:1][C:2]1[CH:10]=[CH:9][C:8]([N+:11]([O-:13])=[O:12])=[CH:7][C:3]=1[C:4](Cl)=[O:5].[CH3:14][O:15][C:16]1[CH:21]=[CH:20][CH:19]=[CH:18][C:17]=1[O:22][CH3:23].Cl>CCCCC>[Cl:1][C:2]1[CH:10]=[CH:9][C:8]([N+:11]([O-:13])=[O:12])=[CH:7][C:3]=1[C:4]([C:19]1[CH:20]=[CH:21][C:16]([O:15][CH3:14])=[C:17]([O:22][CH3:23])[CH:18]=1)=[O:5]. Procedure details: 2-Chloro-5-nitrobenzoyl chloride (11 g; 0.05 mole), 1,2-dimethoxybenzene (20 ml; 0.15 mole) and anhydrous ferric chloride (0.5 g) are successively introduced into a flask. The mixture is progressively heated to 150° C., and maintained at this temperature for 1 hour. After cooling, the reaction mixture is poured into 1N HCl (200 ml), then extracted with dichloromethane (3×200 ml). After washing with a sodium bicarbonate solution, the organic phase is dried over MgSO4 and then concentrated under r... Reactants: Cl.O1COC2=C1C=CC(=C2)C(CC2=CC=CC=C2)C2=NNCCN2 (3-(1-(1,3-benzodioxol-5-yl)-2-phenylethyl)-1,4,5,6-tetrahydro-1,2,4-triazine monohydrochloride), Cl.C1=C(C=CC2=CC=CC=C12)CC1=NNCCN1 (1,4,5,6-tetrahydro-3-(2-naphthalenylmethyl)-1,2,4-triazine monohydrochloride), ClC1=CC=C(C=C1)CC(S(=O)(=O)C1=CC=C(C=C1)C)C1=NNCCN1 (3-(2-(4-chlorophenyl)-1-((4-methylphenyl)sulfonyl)ethyl)-1,4,5,6-tetrahydro-1,2,4-triazine). Product: Cl.C1(=CC=CC=C1)C(CC1=CC=CC=C1)C1=NNCCN1 (3-(1,2-diphenylethyl)-1,4,5,6-tetrahydro-1,2,4-triazine monohydrochloride). As a reaction SMILES: Cl.O1[C:6]2[CH:7]=[CH:8][C:9]([CH:11]([C:19]3[NH:24][CH2:23][CH2:22][NH:21][N:20]=3)[CH2:12][C:13]3[CH:18]=[CH:17][CH:16]=[CH:15][CH:14]=3)=[CH:10][C:5]=2OC1.Cl.C1C2C(=CC=CC=2)C=CC=1CC1NCCNN=1.[Cl:43]C1C=CC(CC(C2NCCNN=2)S(C2C=CC(C)=CC=2)(=O)=O)=CC=1>>[ClH:43].[C:9]1([CH:11]([C:19]2[NH:24][CH2:23][CH2:22][NH:21][N:20]=2)[CH2:12][C:13]2[CH:18]=[CH:17][CH:16]=[CH:15][CH:14]=2)[CH:10]=[CH:5][CH:6]=[CH:7][CH:8]=1 |f:0.1,2.3,5.6|. Reported procedure: In addition to the compounds listed above, compounds which do not fit the general formula of Table 1 were prepared using the process of the invention. The compounds include: 3-(1-(1,3-benzodioxol-5-yl)-2-phenylethyl)-1,4,5,6-tetrahydro-1,2,4-triazine monohydrochloride; 1,4,5,6-tetrahydro-3-(2-naphthalenylmethyl)-1,2,4-triazine monohydrochloride; and 3-(2-(4-chlorophenyl)-1-((4-methylphenyl)sulfonyl)ethyl)-1,4,5,6-tetrahydro-1,2,4-triazine. Starting materials: C(C)OC(C#CC1=NC(=CC=C1)C)=O ((6-methyl-pyridin-2-yl)-propynoic acid ethyl ester), [I-].N[N+]1=CC=CC=C1 (1-aminopyridinium iodide), C1CCC2=NCCCN2CC1 (DBU). The solvent is C(C)#N (acetonitrile). Yields the product C(C)OC(=O)C=1C(=NN2C1C=CC=C2)C2=NC(=CC=C2)C (2-(6-Methyl-pyridin-2-yl)-pyrazolo[1,5-a]pyridine-3-carboxylic acid ethyl ester). Isolated yield 24.1%. RXN SMILES: [CH2:1]([O:3][C:4](=[O:14])[C:5]#[C:6][C:7]1[CH:12]=[CH:11][CH:10]=[C:9]([CH3:13])[N:8]=1)[CH3:2].[I-].[NH2:16][N+:17]1[CH:22]=[CH:21][CH:20]=[CH:19][CH:18]=1.C1CCN2C(=NCCC2)CC1>C(#N)C>[CH2:1]([O:3][C:4]([C:5]1[C:6]([C:7]2[CH:12]=[CH:11][CH:10]=[C:9]([CH3:13])[N:8]=2)=[N:16][N:17]2[CH:22]=[CH:21][CH:20]=[CH:19][C:18]=12)=[O:14])[CH3:2] |f:1.2|. Procedure details: A solution of (6-methyl-pyridin-2-yl)-propynoic acid ethyl ester (0.62 g, 3.3 mmol) and 1-aminopyridinium iodide (0.8 g, 3.6 mmol) in acetonitrile (15 mL) is treated with DBU (0.5 mL, 3.3 mmol) and heated to reflux for 0.5 hours. The reaction is concentrated to a dark solid and purified by silica gel column chromatography (1:1 hexane/ethyl acetate) to afford 0.224 g (24%) of desired product as a yellow solid. MS ES+ m/e 282.2 (M+1). UV (95% EtOH) λmax 275 nm (ε 13005), 234 nm (ε 26550), 225 nm (... Reactants: ClCCNC(=O)N(C1[C@H](O)[C@@H](O)[C@H](O)[C@H](O1)CO)CC (1-(2-chloroethyl)-3-ethyl-3-D-glucopyranosylurea), C([O-])([O-])=O.[Na+].[Na+] (sodium carbonate), [N+](=O)([N+](=O)[O-])[O-] (nitrogen tetroxide). The solvent is O1CCCC1 (tetrahydrofuran), C(Cl)Cl (methylene chloride). The product is ClCCN(C(=O)N(C1[C@H](O)[C@@H](O)[C@H](O)[C@H](O1)CO)CC)N=O (1-(2-chloroethyl)-1-nitroso-3-ethyl-3-D-glucopyranosylurea). Isolated yield 76.8%. Reaction SMILES: [Cl:1][CH2:2][CH2:3][NH:4][C:5]([N:7]([CH2:19][CH3:20])[CH:8]1[O:16][C@H:15]([CH2:17][OH:18])[C@@H:13]([OH:14])[C@H:11]([OH:12])[C@H:9]1[OH:10])=[O:6].C(=O)([O-])[O-].[Na+].[Na+].[N+:27]([O-])([N+]([O-])=O)=[O:28]>O1CCCC1.C(Cl)Cl>[Cl:1][CH2:2][CH2:3][N:4]([N:27]=[O:28])[C:5]([N:7]([CH2:19][CH3:20])[CH:8]1[O:16][C@H:15]([CH2:17][OH:18])[C@@H:13]([OH:14])[C@H:11]([OH:12])[C@H:9]1[OH:10])=[O:6] |f:1.2.3|. Reported procedure: 3.1 g of 1-(2-chloroethyl)-3-ethyl-3-D-glucopyranosylurea are dissolved in a mixture of 80 ml of tetrahydrofuran and 80 ml of methylene chloride, and 15 g of sodium carbonate anhydrate are added thereto. 5 g of nitrogen tetroxide gas are introduced into the mixture for 10 minutes under ice-cooling. The mixture is treated in the same manner as described in Example 2. 2.6 g of 1-(2-chloroethyl)-1-nitroso-3-ethyl-3-D-glucopyranosylurea are thereby obtained as pale yellow caramel. The reactants are BrC=1C=CC=C2C=C(N=CC12)NC=1N=CC(=NC1)C#N (5-(8-bromoisoquinolin-3-ylamino)pyrazine-2-carbonitrile), NCCN1CCOCC1 (N-(2-aminoethyl)morpholine). Product: O1CCN(CC1)CCNC=1C=CC=C2C=C(N=CC12)NC=1N=CC(=NC1)C#N (5-(8-(2-morpholinoethylamino)isoquinolin-3-ylamino)pyrazine-2-carbonitrile). Reaction SMILES: Br[C:2]1[CH:3]=[CH:4][CH:5]=[C:6]2[C:11]=1[CH:10]=[N:9][C:8]([NH:12][C:13]1[N:14]=[CH:15][C:16]([C:19]#[N:20])=[N:17][CH:18]=1)=[CH:7]2.[NH2:21][CH2:22][CH2:23][N:24]1[CH2:29][CH2:28][O:27][CH2:26][CH2:25]1>>[O:27]1[CH2:28][CH2:29][N:24]([CH2:23][CH2:22][NH:21][C:2]2[CH:3]=[CH:4][CH:5]=[C:6]3[C:11]=2[CH:10]=[N:9][C:8]([NH:12][C:13]2[N:14]=[CH:15][C:16]([C:19]#[N:20])=[N:17][CH:18]=2)=[CH:7]3)[CH2:25][CH2:26]1. Reported procedure: The title compound was prepared using methods analogous to those described in Synthesis 5-1, replacing 3,8-dichloroisoquinoline with 5-(8-bromoisoquinolin-3-ylamino)pyrazine-2-carbonitrile and replacing (R)-5-amino-3-(pyrrolidin-3-yloxy)pyrazine-2-carbonitrile with N-(2-aminoethyl)morpholine, and conducting the reaction at 140° C. The reactants are O=C([C@H](O)[C@@H](O)[C@H](O)[C@H](O)C(=O)O)O (D-glucaric acid), NCCCCCCCCN (octamethylenediamine). Reaction conditions: time 10 minute. The product is O=C([C@H](O)[C@@H](O)[C@H](O)[C@H](O)C(=O)[O-])[O-].[NH3+]CCCCCCCC[NH3+] (octamethylenediammonium D-glucarate), 5c. Reaction SMILES: [O:1]=[C:2]([OH:14])[C@@H:3]([C@H:5]([C@@H:7]([C@@H:9]([C:11]([OH:13])=[O:12])[OH:10])[OH:8])[OH:6])[OH:4].[NH2:15][CH2:16][CH2:17][CH2:18][CH2:19][CH2:20][CH2:21][CH2:22][CH2:23][NH2:24]>>[O:1]=[C:2]([O-:14])[C@@H:3]([C@H:5]([C@@H:7]([C@@H:9]([C:11]([O-:13])=[O:12])[OH:10])[OH:8])[OH:6])[OH:4].[NH3+:15][CH2:16][CH2:17][CH2:18][CH2:19][CH2:20][CH2:21][CH2:22][CH2:23][NH3+:24] |f:2.3|. Reported procedure: Aqueous D-glucaric acid (1, ˜1 M, 4.51 mL) and aqueous octamethylenediamine (1 M, 5.94 mL) were mixed in a round bottom flask, and stirred at room temperature for 10 min. The reaction mixture was then stirred at 60° C. for 26 h and concentrated to less than 25% of the total volume. Methanol (6˜8 mL) was added drop-wise to the concentrated solution and the reaction mixture was stirred for 12 h. The top methanol phase was removed and the light amber syrup was washed with methanol (2×5 mL), and the...